This data is from the Open Reaction Database (ORD), a public repository of structured organic reaction records. The task is: describe an organic reaction: reactants, conditions, products, and yield The reactants are COC(=O)c1nc(-c2ccc(Cl)c(OC)c2F)cc(NC(C)=O)c1Cl, C[Sn](C)(C)C, CC#N, Cl[Pd]Cl, c1ccc(P(c2ccccc2)c2ccccc2)cc1, c1ccc(P(c2ccccc2)c2ccccc2)cc1. The product is COC(=O)c1nc(-c2ccc(Cl)c(OC)c2F)cc(NC(C)=O)c1C. Reaction SMILES: [CH3:1][O:2][C:3](=[O:4])[c:5]1[n:6][c:7](-[c:16]2[c:17]([F:25])[c:18]([O:23][CH3:24])[c:19]([Cl:22])[cH:20][cH:21]2)[cH:8][c:9]([NH:12][C:13]([CH3:14])=[O:15])[c:10]1[Cl:11].[CH3:26][Sn:27]([CH3:28])([CH3:29])[CH3:30].[CH3:31][C:32]#[N:33].[Pd:34]([Cl:35])[Cl:36].[c:37]1([P:38]([c:39]2[cH:40][cH:41][cH:42][cH:43][cH:44]2)[c:45]2[cH:46][cH:47][cH:48][cH:49][cH:50]2)[cH:51][cH:52][cH:53][cH:54][cH:55]1.[c:56]1([P:57]([c:58]2[cH:59][cH:60][cH:61][cH:62][cH:63]2)[c:64]2[cH:65][cH:66][cH:67][cH:68][cH:69]2)[cH:70][cH:71][cH:72][cH:73][cH:74]1>>[CH3:1][O:2][C:3](=[O:4])[c:5]1[n:6][c:7](-[c:16]2[c:17]([F:25])[c:18]([O:23][CH3:24])[c:19]([Cl:22])[cH:20][cH:21]2)[cH:8][c:9]([NH:12][C:13]([CH3:14])=[O:15])[c:10]1[CH3:26]. Reactants: ClC1=CC=C(C(=O)NC(C(=O)O)CC2C(NC3=CC=CC=C23)=O)C=C1 (2-(4-chlorobenzoylamino)-3-(oxindol-3-yl)propionic acid), 4-hydrate, CO (methanol), S(=O)(Cl)Cl (thionyl chloride). Run at time 8 hour. The product is ClC1=CC=C(C(=O)NC(C(=O)OC)CC2C(NC3=CC=CC=C23)=O)C=C1 (methyl 2-(4-chlorobenzoylamino)-3-(oxindol-3-yl)propionate). As a reaction SMILES: [Cl:1][C:2]1[CH:25]=[CH:24][C:5]([C:6]([NH:8][CH:9]([CH2:13][CH:14]2[C:22]3[C:17](=[CH:18][CH:19]=[CH:20][CH:21]=3)[NH:16][C:15]2=[O:23])[C:10]([OH:12])=[O:11])=[O:7])=[CH:4][CH:3]=1.S(Cl)(Cl)=O.[CH3:30]O>>[Cl:1][C:2]1[CH:3]=[CH:4][C:5]([C:6]([NH:8][CH:9]([CH2:13][CH:14]2[C:22]3[C:17](=[CH:18][CH:19]=[CH:20][CH:21]=3)[NH:16][C:15]2=[O:23])[C:10]([O:12][CH3:30])=[O:11])=[O:7])=[CH:24][CH:25]=1. Reported procedure: 19 Grams of 2-(4-chlorobenzoylamino)-3-(oxindol3-yl)propionic acid 1/4-hydrate prepared in Example 3 was dissolved in 30 ml of methanol, then to this solution was added dropwise 9.4 g of thionyl chloride under an ice-cooled condition, then the reaction mixture was stirred at a room temperature overnight. Methanol was removed by evaporation, the residue thus obtained was extracted with chloroform, and the extract was dried with anhydrous sodium sulfate, then the solvent was removed by evaporation... The reactants are BrCC=CCBr, O=C(Nc1ccc2c(c1)OCCO2)OCc1ccccc1, C1CCOC1, [Li]CCCC. Product: O=C(OCc1ccccc1)N(CC=CCBr)c1ccc2c(c1)OCCO2. Reaction SMILES: [Br:27][CH2:28][CH:29]=[CH:30][CH2:31][Br:32].[CH2:1]([c:2]1[cH:3][cH:4][cH:5][cH:6][cH:7]1)[O:8][C:9]([NH:10][c:11]1[cH:12][c:13]2[c:14]([cH:19][cH:20]1)[O:15][CH2:16][CH2:17][O:18]2)=[O:21].[CH2:33]1[O:34][CH2:35][CH2:36][CH2:37]1.[CH3:22][CH2:23][CH2:24][CH2:25][Li:26]>>[CH2:1]([c:2]1[cH:3][cH:4][cH:5][cH:6][cH:7]1)[O:8][C:9]([N:10]([c:11]1[cH:12][c:13]2[c:14]([cH:19][cH:20]1)[O:15][CH2:16][CH2:17][O:18]2)[CH2:31][CH:30]=[CH:29][CH2:28][Br:27])=[O:21]. The reactants are [H][H] (hydrogen), 56.9, C(C)OC(C=C1C(CN(CC1)C(=O)OC)C)=O (methyl 4-(2-ethoxy-2-oxoethylidene)-3-methyl-1-piperidinecarboxylate). Reagents/catalysts: [Pd] (palladium-on-charcoal). Run in C(C)O (ethanol). Yields the product 57, COC(=O)N1C[C@H]([C@H](CC1)CC(=O)OCC)C (ethyl cis-1-(methoxycarbonyl)-3-methyl-4-piperidineacetate). Yield: 99.0%. Reaction SMILES: [CH2:1]([O:3][C:4](=[O:17])[CH:5]=[C:6]1[CH2:11][CH2:10][N:9]([C:12]([O:14][CH3:15])=[O:13])[CH2:8][CH:7]1[CH3:16])[CH3:2].[H][H]>[Pd].C(O)C>[CH3:15][O:14][C:12]([N:9]1[CH2:10][CH2:11][C@H:6]([CH2:5][C:4]([O:3][CH2:1][CH3:2])=[O:17])[C@H:7]([CH3:16])[CH2:8]1)=[O:13]. Procedure details: A mixture of 56.9 parts of methyl 4-(2-ethoxy-2-oxoethylidene)-3-methyl-1-piperidinecarboxylate and 400 parts of ethanol was hydrogenated at normal pressure and at room temperature with 3 parts of palladium-on-charcoal. After the calculated amount of hydrogen was taken up, the catalyst was filtered off and the filtrate was evaporated, yielding 57 parts (99%) of ethyl cis-1-(methoxycarbonyl)-3-methyl-4-piperidineacetate (int. 19). The reactants are COc1ccc(C(=O)Cl)cc1, COc1ccc(C(=O)n2cc(C3=CCN(C)CC3)c3cc(F)ccc32)cc1, CN1CC=C(c2c[nH]c3ccc(F)cc23)CC1. The product is CN1CC=C(c2cn(C(=O)c3ccccc3)c3ccc(F)cc23)CC1. As a reaction SMILES: [CH3:45][O:46][c:47]1[cH:48][cH:49][c:50]([C:51]([Cl:52])=[O:53])[cH:54][cH:55]1.[F:1][c:2]1[cH:3][c:4]2[c:5]([C:21]3=[CH:26][CH2:25][N:24]([CH3:27])[CH2:23][CH2:22]3)[cH:6][n:7]([C:11]([c:12]3[cH:13][cH:14][c:15]([O:18][CH3:19])[cH:16][cH:17]3)=[O:20])[c:8]2[cH:9][cH:10]1.[F:28][c:29]1[cH:30][c:31]2[c:32]([cH:33][cH:34]1)[nH:35][cH:36][c:37]2[C:38]1=[CH:44][CH2:43][N:41]([CH3:42])[CH2:40][CH2:39]1>>[F:1][c:2]1[cH:3][c:4]2[c:5]([C:21]3=[CH:26][CH2:25][N:24]([CH3:27])[CH2:23][CH2:22]3)[cH:6][n:7]([C:11]([c:12]3[cH:13][cH:14][cH:15][cH:16][cH:17]3)=[O:20])[c:8]2[cH:9][cH:10]1.